Dataset: the Open Reaction Database (ORD), a public repository of structured organic reaction records. Task: describe an organic reaction: reactants, conditions, products, and yield The reactants are C, Cc1cc(Oc2ccc(CCC(=O)N3CCN(Cc4ccc5c(c4)OCO5)CC3)cc2)ncc1[N+](=O)[O-], CCO, C1COCCO1, [Pd]. Yields the product Cc1cc(Oc2ccc(CCC(=O)N3CCN(Cc4ccc5c(c4)OCO5)CC3)cc2)ncc1N. Reaction SMILES: [C:41].[CH3:1][c:2]1[cH:3][c:4]([O:11][c:12]2[cH:13][cH:14][c:15]([CH2:18][CH2:19][C:20](=[O:21])[N:22]3[CH2:23][CH2:24][N:25]([CH2:28][c:29]4[cH:30][c:31]5[c:35]([cH:36][cH:37]4)[O:34][CH2:33][O:32]5)[CH2:26][CH2:27]3)[cH:16][cH:17]2)[n:5][cH:6][c:7]1[N+:8]([O-:9])=[O:10].[CH3:38][CH2:39][OH:40].[O:43]1[CH2:44][CH2:45][O:46][CH2:47][CH2:48]1.[Pd:42]>>[CH3:1][c:2]1[cH:3][c:4]([O:11][c:12]2[cH:13][cH:14][c:15]([CH2:18][CH2:19][C:20](=[O:21])[N:22]3[CH2:23][CH2:24][N:25]([CH2:28][c:29]4[cH:30][c:31]5[c:35]([cH:36][cH:37]4)[O:34][CH2:33][O:32]5)[CH2:26][CH2:27]3)[cH:16][cH:17]2)[n:5][cH:6][c:7]1[NH2:8]. The reactants are BrC=1SC(=CN1)[N+](=O)[O-] (2-bromo-5-nitrothiazole), CN(C=O)C (dimethylformamide), C1(=CC=CC=C1)C1=CC2=C(N=CN=C2S)N1 (6-phenyl-7H-pyrrolo[2,3-d]pyrimidine-4-thiol), N1=CC=CC=C1 (pyridine). The solvent is O (Water). Conditions: time 3 hour. Product: [N+](=O)([O-])C1=CN=C(S1)SC=1C2=C(N=CN1)NC(=C2)C2=CC=CC=C2 (4-(5-Nitrothiazol-2-ylsulfanyl)-6-phenyl-7H-pyrrolo[2,3-d]pyrimidine). Reaction SMILES: Br[C:2]1[S:3][C:4]([N+:7]([O-:9])=[O:8])=[CH:5][N:6]=1.CN(C)C=O.[C:15]1([C:21]2[NH:30][C:24]3[N:25]=[CH:26][N:27]=[C:28]([SH:29])[C:23]=3[CH:22]=2)[CH:20]=[CH:19][CH:18]=[CH:17][CH:16]=1.N1C=CC=CC=1>O>[N+:7]([C:4]1[S:3][C:2]([S:29][C:28]2[C:23]3[CH:22]=[C:21]([C:15]4[CH:20]=[CH:19][CH:18]=[CH:17][CH:16]=4)[NH:30][C:24]=3[N:25]=[CH:26][N:27]=2)=[N:6][CH:5]=1)([O-:9])=[O:8]. Procedure: After adding 1.06 g of 2-bromo-5-nitrothiazole and 15 ml of dimethylformamide to 6-phenyl-7H-pyrrolo[2,3-d]pyrimidine-4-thiol, the mixture was stirred at room temperature for 3 hours, and then 0.45 ml of pyridine was added and the mixture was stirred overnight. Water was added, and the precipitated crystals were filtered out, blow-dried and dried under reduced pressure to obtain 1.20 g of the title compound. Reactants: ClC1=C2N=CN(C2=NC=N1)[C@H]1[C@H](O)[C@H](O)[C@H](O1)CO (6-chloro-9-β-D-ribofuranosylpurine), C1(=CC=CC=C1)C(CCN)C1=CC=CC=C1 (3,3-diphenylpropylamine). Solvent: C(C)O (ethanol). Reaction conditions: temperature 5 celsius. Yields the product C1(=CC=CC=C1)C(CCNC=1C=2N=CN([C@H]3[C@H](O)[C@H](O)[C@@H](CO)O3)C2N=CN1)C1=CC=CC=C1 (N6 -(3,3-diphenylpropyl)adenosine). RXN SMILES: Cl[C:2]1[N:10]=[CH:9][N:8]=[C:7]2[C:3]=1[N:4]=[CH:5][N:6]2[C@@H:11]1[O:17][C@H:16]([CH2:18][OH:19])[C@@H:14]([OH:15])[C@H:12]1[OH:13].[C:20]1([CH:26]([C:30]2[CH:35]=[CH:34][CH:33]=[CH:32][CH:31]=2)[CH2:27][CH2:28][NH2:29])[CH:25]=[CH:24][CH:23]=[CH:22][CH:21]=1>C(O)C>[C:30]1([CH:26]([C:20]2[CH:21]=[CH:22][CH:23]=[CH:24][CH:25]=2)[CH2:27][CH2:28][NH:29][C:2]2[C:3]3[N:4]=[CH:5][N:6]([C:7]=3[N:8]=[CH:9][N:10]=2)[C@@H:11]2[O:17][C@H:16]([CH2:18][OH:19])[C@@H:14]([OH:15])[C@H:12]2[OH:13])[CH:31]=[CH:32][CH:33]=[CH:34][CH:35]=1. Procedure details: A solution of 6-chloro-9-β-D-ribofuranosylpurine (2.87 g, 0.010 mol) and 3,3-diphenylpropylamine (5.28 g, 0.025 mol, 250 mol %) in absolute ethanol (75 ml) is heated at reflux for six days, during which time the starting material is mostly consumed according to TLC analysis (5/1 CHCl3 /MeOH). The solution is cooled to 5° C. and the resulting first and second crops of white crystals are combined to give N6 -(3,3-diphenylpropyl)adenosine, mp 103°-118° C. (from absolute ethanol). Reactants: C=O, O, O=C(O)C1CCCN1. Product: CN1CCCC1C(=O)O. RXN SMILES: [CH2:9]=[O:10].[OH2:11].[OH:1][C:2](=[O:3])[CH:4]1[CH2:5][CH2:6][CH2:7][NH:8]1>>[OH:1][C:2](=[O:3])[CH:4]1[CH2:5][CH2:6][CH2:7][N:8]1[CH3:9]. The reactants are [OH-].[Na+] (sodium hydroxide), N1(CCCCC1)CCCOC1=CC=C(C=O)C=C1 (4-(3-Piperidin-1-yl-propoxy)-benzaldehyde), C(C)NCC1=CC=NC=C1 (ethyl-pyridin-4-ylmethyl-amine), C(C)(=O)O[BH-](OC(C)=O)OC(C)=O.[Na+] (sodium triacetoxyborohydride), C(Cl)Cl (DCM). Solvent: C(C)(=O)O (acetic acid). Conditions: time 16 hour. Product: N.C(Cl)Cl (ammonia DCM), C(C)N(CC1=CC=NC=C1)CC1=CC=C(C=C1)OCCCN1CCCCC1 (Ethyl-[4-(3-piperidin-1-yl-propoxy)-benzyl]-pyridin-4-ylmethyl-amine). Isolated yield 1.0%. Reaction SMILES: [N:1]1([CH2:7][CH2:8][CH2:9][O:10][C:11]2[CH:18]=[CH:17][C:14]([CH:15]=O)=[CH:13][CH:12]=2)[CH2:6][CH2:5][CH2:4][CH2:3][CH2:2]1.[CH2:19]([NH:21][CH2:22][C:23]1[CH:28]=[CH:27][N:26]=[CH:25][CH:24]=1)[CH3:20].C(O[BH-](OC(=O)C)OC(=O)C)(=O)C.[Na+].[OH-].[Na+].[CH2:45]([Cl:47])[Cl:46]>C(O)(=O)C>[NH3:1].[CH2:45]([Cl:47])[Cl:46].[CH2:19]([N:21]([CH2:15][C:14]1[CH:17]=[CH:18][C:11]([O:10][CH2:9][CH2:8][CH2:7][N:1]2[CH2:6][CH2:5][CH2:4][CH2:3][CH2:2]2)=[CH:12][CH:13]=1)[CH2:22][C:23]1[CH:28]=[CH:27][N:26]=[CH:25][CH:24]=1)[CH3:20] |f:2.3,4.5,8.9|. Reported procedure: A solution of the product of Example 9 (222 mg) ethyl-pyridin-4-ylmethyl-amine (122 mg), and acetic acid (0.06 mL) in DCM (3 mL) was treated with sodium triacetoxyborohydride (290 mg). After 16 h, the resulting mixture was treated with 10% sodium hydroxide (5 mL) and extracted with DCM (3×10 mL). The combined organic phases were dried (sodium sulfate) and evaporated. Chromatography of the residue (1-5% 2 M methanolic ammonia/DCM) gave the title compound as a colorless oil (246 mg). 1H NMR (400 M... Starting materials: CCO, O=[N+]([O-])c1cccc(NS(=O)(=O)C(F)(F)F)c1. Product: Nc1cccc(NS(=O)(=O)C(F)(F)F)c1. As a reaction SMILES: [CH3:18][CH2:19][OH:20].[F:1][C:2]([S:3](=[O:4])(=[O:5])[NH:6][c:7]1[cH:8][c:9]([N+:13]([O-:14])=[O:15])[cH:10][cH:11][cH:12]1)([F:16])[F:17]>>[F:1][C:2]([S:3](=[O:4])(=[O:5])[NH:6][c:7]1[cH:8][c:9]([NH2:13])[cH:10][cH:11][cH:12]1)([F:16])[F:17].